From a dataset of the Open Reaction Database (ORD), a public repository of structured organic reaction records. describe an organic reaction: reactants, conditions, products, and yield Reactants: BrB(Br)Br, COc1ccc(-c2csc(C(N)=O)n2)cc1, ClCCl, O. Yields the product NC(=O)c1nc(-c2ccc(O)cc2)cs1. Reaction SMILES: [B:1]([Br:2])([Br:3])[Br:4].[CH3:5][O:6][c:7]1[cH:8][cH:9][c:10](-[c:13]2[n:14][c:15]([C:18](=[O:19])[NH2:20])[s:16][cH:17]2)[cH:11][cH:12]1.[Cl:22][CH2:23][Cl:24].[OH2:21]>>[OH:6][c:7]1[cH:8][cH:9][c:10](-[c:13]2[n:14][c:15]([C:18](=[O:19])[NH2:20])[s:16][cH:17]2)[cH:11][cH:12]1. The reactants are CO, C[O-], O=[N+]([O-])c1cc[n+]([O-])c(Cl)c1, [Na+], [Na]. Yields the product COc1cc[n+]([O-])c(Cl)c1. RXN SMILES: [CH3:16][OH:17].[CH3:2][O-:3].[Cl:5][c:6]1[n+:7]([O-:15])[cH:8][cH:9][c:10]([N+:12]([O-:13])=[O:14])[cH:11]1.[Na+:4].[Na:1]>>[CH3:2][O:3][c:10]1[cH:9][cH:8][n+:7]([O-:15])[c:6]([Cl:5])[cH:11]1. Reactants: C(C)(C)(C)C1=CC=C(CC(C(=O)OCC)C(=O)C2=CC(=CC=C2)Cl)C=C1 (ethyl 2-(4-tert-butylbenzyl)-3-(3-chlorophenyl)-3-oxopropanoate), O (Water), Cl (hydrochloric acid), [BH4-].[Na+] (sodium borohydride). The reagents and catalysts are [Cl-].[Zn+2].[Cl-] (zinc chloride). Run in C(C)OCC (diethyl ether), C(C)OCC (diethyl ether). Conditions: time 30 minute. Product: C(C)(C)(C)C1=CC=C(CC(C(=O)OCC)C(O)C2=CC(=CC=C2)Cl)C=C1 (ethyl (2RS,3RS)-2-(4-tert-butylbenzyl)-3-(3-chlorophenyl)-3-hydroxypropanoate). Reaction SMILES: [BH4-].[Na+].[C:3]([C:7]1[CH:28]=[CH:27][C:10]([CH2:11][CH:12]([C:18]([C:20]2[CH:25]=[CH:24][CH:23]=[C:22]([Cl:26])[CH:21]=2)=[O:19])[C:13]([O:15][CH2:16][CH3:17])=[O:14])=[CH:9][CH:8]=1)([CH3:6])([CH3:5])[CH3:4].Cl.O>C(OCC)C.[Cl-].[Zn+2].[Cl-]>[C:3]([C:7]1[CH:28]=[CH:27][C:10]([CH2:11][CH:12]([CH:18]([C:20]2[CH:25]=[CH:24][CH:23]=[C:22]([Cl:26])[CH:21]=2)[OH:19])[C:13]([O:15][CH2:16][CH3:17])=[O:14])=[CH:9][CH:8]=1)([CH3:4])([CH3:5])[CH3:6] |f:0.1,6.7.8|. Procedure: To a solution of zinc chloride (22.3 g, 163.6 mmol) in diethyl ether (500 ml) was added sodium borohydride (12.4 g, 327.2 mmol), and the mixture was stirred at room temperature for 30 min. Insoluble material was filtered off, and to the filtrate was added a solution of ethyl 2-(4-tert-butylbenzyl)-3-(3-chlorophenyl)-3-oxopropanoate (30.5 g, 81.8 mmol) in diethyl ether. (200 ml) at 0° C. The mixture was stirred for 30 min. and 1N hydrochloric acid was added to stop the reaction. Water (200 ml) wa...